This data is from the Open Reaction Database (ORD), a public repository of structured organic reaction records. The task is: describe an organic reaction: reactants, conditions, products, and yield Reactants: FC1=C(C=CC=C1)C1=C(N=C(S1)C)C(=O)O (5-(2-fluoro-phenyl)-2-methyl-thiazole-4-carboxylic acid), N1C[C@@H](CCC1)NC(=O)C1=C(N=C2SC=CN21)C ((R)-6-methyl-imidazo[2,1-b]-thiazole-5-carboxylic acid-piperidin-3-ylamide). The product is FC1=C(C=CC=C1)C1=C(N=C(S1)C)C(=O)N1C[C@@H](CCC1)NC(=O)C1=C(N=C2SC=CN21)C ((R)-6-Methyl-imidazo[2,1-b]thiazole-5-carboxylic acid{1-[5-(2-fluoro-phenyl)-2-methyl-thiazole-4-carbonyl]-piperidin-3-yl}-amide). RXN SMILES: [F:1][C:2]1[CH:7]=[CH:6][CH:5]=[CH:4][C:3]=1[C:8]1[S:12][C:11]([CH3:13])=[N:10][C:9]=1[C:14]([OH:16])=O.[NH:17]1[CH2:22][CH2:21][CH2:20][C@@H:19]([NH:23][C:24]([C:26]2[N:33]3[C:29]([S:30][CH:31]=[CH:32]3)=[N:28][C:27]=2[CH3:34])=[O:25])[CH2:18]1>>[F:1][C:2]1[CH:7]=[CH:6][CH:5]=[CH:4][C:3]=1[C:8]1[S:12][C:11]([CH3:13])=[N:10][C:9]=1[C:14]([N:17]1[CH2:22][CH2:21][CH2:20][C@@H:19]([NH:23][C:24]([C:26]2[N:33]3[C:29]([S:30][CH:31]=[CH:32]3)=[N:28][C:27]=2[CH3:34])=[O:25])[CH2:18]1)=[O:16]. Procedure: prepared by reaction of 5-(2-fluoro-phenyl)-2-methyl-thiazole-4-carboxylic acid with (R)-6-methyl-imidazo[2,1-b]-thiazole-5-carboxylic acid-piperidin-3-ylamide.